Dataset: the Open Reaction Database (ORD), a public repository of structured organic reaction records. Task: describe an organic reaction: reactants, conditions, products, and yield Reactants: COC=1C=CC=2C(=[N+](ON2)[O-])C1C (6-methoxy-7-methyl-2,1,3-benzoxadiazole 1-oxide), C1=CC=C(C=C1)P(C2=CC=CC=C2)C3=CC=CC=C3 (PPh3). Solvent: C1(=CC=CC=C1)C (toluene). Product: COC1=C(C=2C(=NON2)C=C1)C (5-methoxy-4-methyl-2,1,3-benzoxadiazole). As a reaction SMILES: [CH3:1][O:2][C:3]1[CH:4]=[CH:5][C:6]2[C:7]([C:12]=1[CH3:13])=[N+:8]([O-])[O:9][N:10]=2.C1C=CC(P(C2C=CC=CC=2)C2C=CC=CC=2)=CC=1>C1(C)C=CC=CC=1>[CH3:1][O:2][C:3]1[CH:4]=[CH:5][C:6]2=[N:10][O:9][N:8]=[C:7]2[C:12]=1[CH3:13]. Procedure details: To a solution of 6-methoxy-7-methyl-2,1,3-benzoxadiazole 1-oxide (6.80 g, 37.7 mmol) in 150 mL of toluene was added PPh3 at one portion and the mixture was refluxed for 3 hours under Ar. Then the solvent was removed under reduced pressure and the residue was purified by silica gel column to give the title compound. Reactants: C(#N)C=1C(=NC(=NC1)C1=CC=C(C=C1)OCCCC)O (5-cyano-4-hydroxy-2(4-n-butoxyphenyl)-pyrimidine), P(=O)(Cl)(Cl)Cl (phosphorus oxychloride), [OH-].[Na+] (sodium hydroxide), Cl.C(CCC)OC1=CC=C(C(=N)N)C=C1 (p-n-butoxybenzamidine hydrochloride), C(C)OC(C(C#N)=COCC)=O (α-ethoxymethylene-α -cyanoacetic acid ethyl ester), CC[O-].[Na+] (sodium ethylate). Run in C(C)O (ethanol). Product: ClC1=NC(=NC=C1C#N)C1=CC=C(C=C1)OCCCC (4-chloro-5-cyano-2-(4-n-butoxyphenyl)-pyrimidine). RXN SMILES: Cl.C(OC1C=CC(C(N)=N)=CC=1)CCC.C(OC(=O)C(=COCC)C#N)C.CC[O-].[Na+].[OH-].[Na+].[C:34]([C:36]1[C:37](O)=[N:38][C:39]([C:42]2[CH:47]=[CH:46][C:45]([O:48][CH2:49][CH2:50][CH2:51][CH3:52])=[CH:44][CH:43]=2)=[N:40][CH:41]=1)#[N:35].P(Cl)(Cl)([Cl:56])=O>C(O)C>[Cl:56][C:37]1[C:36]([C:34]#[N:35])=[CH:41][N:40]=[C:39]([C:42]2[CH:47]=[CH:46][C:45]([O:48][CH2:49][CH2:50][CH2:51][CH3:52])=[CH:44][CH:43]=2)[N:38]=1 |f:0.1,3.4,5.6|. Procedure details: The starting material can be obtained according to the procedure of A. R. Todd and F. Bergel, J. Chem. Soc. 1937, 365 by reaction of p-n-butoxybenzamidine hydrochloride with α-ethoxymethylene-α -cyanoacetic acid ethyl ester and sodium ethylate in ethanol and then with sodium hydroxide solution. The resulting 5-cyano-4-hydroxy-2(4-n-butoxyphenyl)-pyrimidine (melting point 223.2°-229.5° C) is treated with phosphorus oxychloride to give 4-chloro-5-cyano-2-(4-n-butoxyphenyl)-pyrimidine having a melt...